Dataset: the Open Reaction Database (ORD), a public repository of structured organic reaction records. Task: describe an organic reaction: reactants, conditions, products, and yield Starting materials: [Ca] (Calcium), COC=1C=C(C=CC1)[C@@H](C)NC1CN(CC1)C(=O)OC(C)(C)C (tert-butyl 3-[(R)-1-(3-methoxyphenyl)ethylamino]pyrrolidine-1-carboxylate), solution, Cl (hydrochloric acid). The solvent is C(Cl)(Cl)Cl (chloroform), O1CCOCC1 (dioxane). Run at time 16 hour. Product: Cl.Cl.COC=1C=C(C=CC1)[C@@H](C)N[C@H]1CNCC1 ((R)-3-[(R)-1-(3-methoxyphenyl)ethylamino]pyrrolidine dihydrochloride). Reaction SMILES: [Ca].[CH3:2][O:3][C:4]1[CH:5]=[C:6]([C@H:10]([NH:12][CH:13]2[CH2:17][CH2:16][N:15](C(OC(C)(C)C)=O)[CH2:14]2)[CH3:11])[CH:7]=[CH:8][CH:9]=1.[ClH:25]>C(Cl)(Cl)Cl.O1CCOCC1>[ClH:25].[ClH:25].[CH3:2][O:3][C:4]1[CH:5]=[C:6]([C@H:10]([NH:12][C@@H:13]2[CH2:17][CH2:16][NH:15][CH2:14]2)[CH3:11])[CH:7]=[CH:8][CH:9]=1 |f:5.6.7|. Reported procedure: To a solution of 25 g of tert-butyl (S)-3-hydroxypyrrolidine-1-carboxylate and 25.9 g of diisopropylethylamine dissolved in 500 ml of methylene chloride was added dropwise 100 ml of a solution of 49 g of anhydrous trifluoromethanesulfonic acid in methylene chloride at −20° C. or lower. The reaction mixture was stirred for 15 minutes while maintaining it to −20° C., and then, to the mixture was added dropwise 100 ml of a solution of 24.2 g of (R)-1-(3-methoxyphenyl)ethylamine in methylene chlorid... Starting materials: NC=1SC2=C(N1)C=C(C=C2)Br (2-amino-5-bromobenzothiazole), CN(CCN(C)C)C (N,N,N′,N′-tetramethylethylenediamine), B(OC(C)C)(OC(C)C)OC(C)C ((iPrO)3B), solution, C(C)(C)(C)[Li] (t-butyllithium), S(O)(O)(=O)=O (sulfuric acid). Run in C1CCOC1 (THF), CCCCC (pentane). Conditions: temperature -78 celsius, time 30 minute. The product is NC=1SC2=C(N1)C=C(C=C2)B(O)O (2-amino-5-benzothiazoleboronic acid). As a reaction SMILES: [NH2:1][C:2]1[S:3][C:4]2[CH:10]=[CH:9][C:8](Br)=[CH:7][C:5]=2[N:6]=1.CN(C)CCN(C)C.C([Li])(C)(C)C.[B:25](OC(C)C)([O:30]C(C)C)[O:26]C(C)C.S(=O)(=O)(O)O>C1COCC1.CCCCC>[NH2:1][C:2]1[S:3][C:4]2[CH:10]=[CH:9][C:8]([B:25]([OH:30])[OH:26])=[CH:7][C:5]=2[N:6]=1. Procedure: A solution of Intermediate 63 (459.1 mg) in anhydrous THF (30 ml) was added with N,N,N′,N′-tetramethylethylenediamine (1.51 ml, WAKO), cooled to −78° C. under argon atmosphere, then added dropwise with 1.62 M solution of t-butyllithium in pentane (7.06 ml) and stirred for 30 minutes. The reaction mixture was added dropwise with (iPrO)3B (2.77 ml), stirred for 30 minutes, then warmed to room temperature and further stirred for 1.5 hours. The reaction mixture was added with 0.5 M aqueous sulfuric ... Reactants: NC1=NC(=NS1)/C(/C(=O)N[C@H]1[C@@H]2N(C(=C(CS2)CCl)C(=O)OCC2=CC=C(C=C2)OC)C1=O)=N/OC(C)(C)C(=O)OC(C)(C)C (4-methoxybenzyl 7β-[(Z)-2-(5-amino-1,2,4-thiadiazol-3-yl)-2-(1-tert-butoxycarbonyl-1-methylethoxyimino)acetamido]-3-chloromethyl-3-cephem-4-carboxylate), C[Si](NC(C)=O)(C)C (N-(trimethylsilyl)acetamide), C(C)(C)(C)OC(=O)NCC(=O)N[C@@H](CCCNC(OC(C)(C)C)=O)C(=O)NC=1C=NN(C1NC(C1=CC=CC=C1)(C1=CC=CC=C1)C1=CC=CC=C1)C (tert-butyl (4S)-4-{[2-(tert-butoxycarbonylamino)acetyl]amino}-5-{[1-methyl-5-(tritylamino)-1H-pyrazol-4-yl]amino}-5-oxopentylcarbamate), [I-].[K+] (potassium iodide). Run in CN(C=O)C (N,N-dimethylformamide), C(C)(=O)OCC (ethyl acetate). Reaction conditions: time 30 minute. Product: NC1=NC(=NS1)/C(/C(=O)N[C@H]1[C@@H]2N(C(=C(CS2)C[N+]=2N(C(=C(C2)NC([C@H](CCCN)NC(CN)=O)=O)N)C)C(=O)[O-])C1=O)=N/OC(C)(C)C(=O)O (7β-[(Z)-2-(5-amino-1,2,4-thiadiazol-3-yl)-2-(1-carboxy-1-methylethoxyimino)acetamido]-3-[3-amino-4-({(2S)-5-amino-2-[(aminoacetyl)amino]pentanoyl}amino)-2-methyl-1-pyrazolio]methyl-3-cephem-4-carboxylate). Yield: 4.2%. As a reaction SMILES: [NH2:1][C:2]1[S:6][N:5]=[C:4](/[C:7](=[N:34]/[O:35][C:36]([C:39]([O:41]C(C)(C)C)=[O:40])([CH3:38])[CH3:37])/[C:8]([NH:10][C@@H:11]2[C:32](=[O:33])[N:13]3[C:14]([C:20]([O:22]CC4C=CC(OC)=CC=4)=[O:21])=[C:15]([CH2:18]Cl)[CH2:16][S:17][C@H:12]23)=[O:9])[N:3]=1.C[Si](C)(C)NC(=O)C.[I-].[K+].C(OC([NH:63][CH2:64][C:65]([NH:67][C@H:68]([C:80]([NH:82][C:83]1[CH:84]=[N:85][N:86]([CH3:108])[C:87]=1[NH:88]C(C1C=CC=CC=1)(C1C=CC=CC=1)C1C=CC=CC=1)=[O:81])[CH2:69][CH2:70][CH2:71][NH:72]C(=O)OC(C)(C)C)=[O:66])=O)(C)(C)C>CN(C)C=O.C(OCC)(=O)C>[NH2:1][C:2]1[S:6][N:5]=[C:4](/[C:7](=[N:34]/[O:35][C:36]([C:39]([OH:41])=[O:40])([CH3:38])[CH3:37])/[C:8]([NH:10][C@@H:11]2[C:32](=[O:33])[N:13]3[C:14]([C:20]([O-:22])=[O:21])=[C:15]([CH2:18][N+:85]4[N:86]([CH3:108])[C:87]([NH2:88])=[C:83]([NH:82][C:80](=[O:81])[C@@H:68]([NH:67][C:65](=[O:66])[CH2:64][NH2:63])[CH2:69][CH2:70][CH2:71][NH2:72])[CH:84]=4)[CH2:16][S:17][C@H:12]23)=[O:9])[N:3]=1 |f:2.3|. Procedure: To a solution of 4-methoxybenzyl 7β-[(Z)-2-(5-amino-1,2,4-thiadiazol-3-yl)-2-(1-tert-butoxycarbonyl-1-methylethoxyimino)acetamido]-3-chloromethyl-3-cephem-4-carboxylate (1.0 g) in N,N-dimethylformamide (3 ml) was added N-(trimethylsilyl)acetamide (965 mg) and the mixture was stirred at room temperature for 30 minutes. To the solution was added potassium iodide (341 mg) and the mixture was stirred at room temperature for 30 minutes. To the reaction mixture was added tert-butyl (4S)-4-{[2-(tert-bu... Starting materials: C(C)(=O)O[C@@H]1[C@H](O[C@H]([C@@H]([C@H]1OC(C)=O)OC(C)=O)C1=CC(=C(C=C1)C#N)CC=1SC(=CN1)C=1OC=CC1)COC(C)=O ((2R,3R,4R,5S,6S)-2-(Acetoxymethyl)-6-(4-cyano-3-((5-(furan-2-yl)thiazol-2-yl)methyl)phenyl)-tetrahydro-2H-pyran-3,4,5-triyl triacetate), C[O-].[Na+] (NaOMe), C(C)(=O)O (Acetic acid). The solvent is CO (MeOH). Reaction conditions: time 3 hour. Product: O1C(=CC=C1)C1=CN=C(S1)CC1=C(C#N)C=CC(=C1)[C@@H]1O[C@@H]([C@H]([C@@H]([C@H]1O)O)O)CO (2-((5-(Furan-2-yl)thiazol-2-yl)methyl)-4-((2S,3R,4R,5S,6R)-3,4,5-trihydroxy-6-(hydroxymethyl)-tetrahydro-2H-pyran-2-yl)benzonitrile). Isolated yield 20285.7%. Reaction SMILES: C([O:4][C@H:5]1[C@H:10]([O:11]C(=O)C)[C@@H:9]([O:15]C(=O)C)[C@H:8]([C:19]2[CH:24]=[CH:23][C:22]([C:25]#[N:26])=[C:21]([CH2:27][C:28]3[S:29][C:30]([C:33]4[O:34][CH:35]=[CH:36][CH:37]=4)=[CH:31][N:32]=3)[CH:20]=2)[O:7][C@@H:6]1[CH2:38][O:39]C(=O)C)(=O)C.C[O-].[Na+].C(O)(=O)C>CO>[O:34]1[CH:35]=[CH:36][CH:37]=[C:33]1[C:30]1[S:29][C:28]([CH2:27][C:21]2[CH:20]=[C:19]([C@H:8]3[C@H:9]([OH:15])[C@@H:10]([OH:11])[C@H:5]([OH:4])[C@@H:6]([CH2:38][OH:39])[O:7]3)[CH:24]=[CH:23][C:22]=2[C:25]#[N:26])=[N:32][CH:31]=1 |f:1.2|. Procedure: To a solution of the peracetylate 59 (208 mg, 0.35 mmol) in MeOH (10 mL) was added NaOMe (25 wt. % in MeOH, 0.2 mL). The reaction mixture was stirred at ambient temperature for 3 h. Acetic acid was added to neutralize the reaction mixture and concentrated in vacuo. The residue was redissolved in MeOH and further purified by prep HPLC (C18) to provide the titled compound (106 mg, 71 mmol) as a white solid. The reactants are O=C(C=1C=CC=CC1)N(C2CCCCC2)C3CCCCC3. The reagents and catalysts are O1B(OC(C)(C)C1(C)C)B2OC(C)(C)C(O2)(C)C, O=C1C=CC=2C=CC=C(C3=CN=C(C=C3)C=4N=CC=CC4)C2N1, [K].OC(C)(C)C, C[OH2+].C[OH2+].C1CC=CCCC=C1.C1CC=CCCC=C1.[Ir].[Ir]. The solvent is O1CCCC1. Conditions: temperature 80 celsius, time 12 hour. The product is O=C(C=1C=CC=C(C1)B2OC(C)(C)C(O2)(C)C)N(C3CCCCC3)C4CCCCC4. Yield: 85.0%. Reported procedure: In an argon filled glove box, a 5.0 mL wheaton microreactor was charged with [Ir(cod)(OMe)]2 (1.98 mg, 1.5 mol%), L1 ligand (2.1 mg, 3.5 mol%), B2pin2 (50.8 mg, 1.0 equiv.), KOtBu (1.0 mg, 4.5 mol%) and dry THF (1.0 mL). The reaction mixture was stirred for 2 minutes at room temperature. To this mixture N,N-dicyclohexylbenzamide (57.1 mg, 0.2 mmol) was added. The microreactor was capped with a teflon pressure cap and placed into pre-heated aluminum block at 80 oC. The reaction mixture was stirre...